describe an organic reaction: reactants, conditions, products, and yield From a dataset of the Open Reaction Database (ORD), a public repository of structured organic reaction records. Starting materials: BrCCCOC=1C=C(C=CC1)C1=NOC2=C1SC=C2 (3-[3-(3-bromo-propoxy)-phenyl]-thieno[2,3-d]isoxazole), ClCCCOC=1C=C(C=CC1)C1=NOC2=C1SC=C2 (3-[3-(3-chloro-propoxy)-phenyl]-thieno[2,3-d]isoxazole), FC1=C(C=CC=C1)N1CCNCC1 (1-(2-fluorophenyl) piperazine), C([O-])([O-])=O.[K+].[K+] (potassium carbonate). Yields the product FC1=C(C=CC=C1)N1CCN(CC1)CCCOC=1C=C(C=CC1)C1=NOC2=C1SC=C2 (3-(3-{3-[4-(2-fluoro-phenyl)-piperazin-1-yl]-propoxy}-phenyl)-thieno[2,3-d]isoxazole). Isolated yield 100.0%. As a reaction SMILES: Br[CH2:2][CH2:3][CH2:4][O:5][C:6]1[CH:7]=[C:8]([C:12]2[C:16]3[S:17][CH:18]=[CH:19][C:15]=3[O:14][N:13]=2)[CH:9]=[CH:10][CH:11]=1.ClCCCOC1C=C(C2C3SC=CC=3ON=2)C=CC=1.[F:39][C:40]1[CH:45]=[CH:44][CH:43]=[CH:42][C:41]=1[N:46]1[CH2:51][CH2:50][NH:49][CH2:48][CH2:47]1.C(=O)([O-])[O-].[K+].[K+]>>[F:39][C:40]1[CH:45]=[CH:44][CH:43]=[CH:42][C:41]=1[N:46]1[CH2:51][CH2:50][N:49]([CH2:2][CH2:3][CH2:4][O:5][C:6]2[CH:7]=[C:8]([C:12]3[C:16]4[S:17][CH:18]=[CH:19][C:15]=4[O:14][N:13]=3)[CH:9]=[CH:10][CH:11]=2)[CH2:48][CH2:47]1 |f:3.4.5|. Procedure: The title compound is prepared from a mixture of 3-[3-(3-bromo-propoxy)-phenyl]-thieno[2,3-d]isoxazole, 3-[3-(3-chloro-propoxy)-phenyl]-thieno[2,3-d]isoxazole, 1-(2-fluorophenyl) piperazine and potassium carbonate essentially as described above in example 4 except that the column is eluted with a mixture of dichloromethane:methanol (98:2). Combine the appropriate fractions and concentrate to give the title compound (0.45 g, 100% Yield) as a solid. Purity by LC/MS (APCI)=100% area, [M+H]+=438 m/e... Procedure details: 113.8 g of methyl 2,4-dimethoxycinnamate are dissolved in 1.5 1 of methanol while heating and are hydrogenated on 5 g of catalyst (10% Pd/C). The catalyst is removed by filtration and the filtrate is concentrated. 113 g of an oil remain and are immediately used in the subsequent Friedel-Crafts acylation. Starting materials: COC1=C(C=CC(=O)OC)C=CC(=C1)OC (methyl 2,4-dimethoxycinnamate). Reaction SMILES: [CH3:1][O:2][C:3]1[CH:14]=[C:13]([O:15][CH3:16])[CH:12]=[CH:11][C:4]=1[CH:5]=[CH:6][C:7]([O:9][CH3:10])=[O:8]>CO>[CH3:1][O:2][C:3]1[CH:14]=[C:13]([O:15][CH3:16])[CH:12]=[CH:11][C:4]=1[CH2:5][CH2:6][C:7]([O:9][CH3:10])=[O:8]. Reagents/catalysts: catalyst. The solvent is CO (methanol). The product is COC1=C(C=CC(=C1)OC)CCC(=O)OC (Methyl 3-(2,4-dimethoxyphenyl)propionate). Reactants: NC1=CC=[N+](C2=CC=CC=C12)[O-] (4-aminoquinoline-N-oxide), O (water), N(=O)OS(O)(=O)=O (nitrosyl sulphuric acid), diazonium salt, tetradecyl-1,4-quinone, FC(C(=O)O)(F)F (trifluoroacetic acid). Run in COCCO (methyl glycol). Conditions: time 1 hour. Yields the product NC1=C(C=[N+](C=C1)[O-])OC (4-amino-3-methoxy-pyridine-N-oxide). Reaction SMILES: [NH2:1][C:2]1[C:11]2[C:6](=CC=CC=2)[N+:5]([O-:12])=[CH:4][CH:3]=1.N(OS(=O)(=O)O)=O.O.FC(F)(F)[C:23](O)=[O:24]>COCCO>[NH2:1][C:2]1[CH:3]=[CH:4][N+:5]([O-:12])=[CH:6][C:11]=1[O:24][CH3:23]. Procedure: A solution of 4.8 g of 4-aminoquinoline-N-oxide (Amine 6) in 40 ml of trifluoroacetic acid is diazotised at 0° C. with 4.8 ml of 40% nitrosyl sulphuric acid. After one hour. the diazonium salt solution is added dropwise at 0° C. to a solution of 22.2 g of 2,3-dimethyl-5-propyl-6-α-3-(N-5-hydroxy-1-naphthylsulphamoyl)-phenylsulphonyl]-tetradecyl-1,4-quinone (the method of preparation is described in DE-A- No. 3 344 295) in 200 ml of methyl glycol and stirring is then continued for 5 hours at 0° C... The reactants are CC(C)(C)OC(=O)NC1CCC(c2ccc(Cl)cc2)CC1, ClCCl, O=C(O)C(F)(F)F. The product is NC1CCC(c2ccc(Cl)cc2)CC1. Reaction SMILES: [Cl:1][c:2]1[cH:3][cH:4][c:5]([CH:8]2[CH2:9][CH2:10][CH:11]([NH:14][C:15](=[O:16])[O:17][C:18]([CH3:19])([CH3:20])[CH3:21])[CH2:12][CH2:13]2)[cH:6][cH:7]1.[Cl:29][CH2:30][Cl:31].[OH:22][C:23]([C:24]([F:25])([F:26])[F:27])=[O:28]>>[Cl:1][c:2]1[cH:3][cH:4][c:5]([CH:8]2[CH2:9][CH2:10][CH:11]([NH2:14])[CH2:12][CH2:13]2)[cH:6][cH:7]1. Reactants: S(=O)(=O)(O)C1=CC=C(C)C=C1.NC=1C=C(C=CC1C1=CC=CC=C1)CCCC(=O)OCC1=CC=CC=C1 (benzyl 4-(3-amino-4-phenylphenyl)butyrate tosylate), N1=CC=CC=C1 (pyridine), OC1CCN(CC1)C (4-hydroxy-1-methylpiperidine), O=C(OC(Cl)(Cl)Cl)Cl (diphosgene). The solvent is CN(C=O)C (N,N-dimethylformamide), C(C)#N (acetonitrile), O (water). Run at time 2 hour. The product is CN1CCC(CC1)OC(=O)NC=1C=C(C=CC1C1=CC=CC=C1)CCCC(=O)OCC1=CC=CC=C1 (benzyl 4-[3-({[(1-methylpiperidin-4-yl)oxy]carbonyl}amino)-4-phenylphenyl]butyrate). The yield is 88.4%. As a reaction SMILES: [OH:1][CH:2]1[CH2:7][CH2:6][N:5]([CH3:8])[CH2:4][CH2:3]1.[O:9]=[C:10](Cl)OC(Cl)(Cl)Cl.S(C1C=CC(C)=CC=1)(O)(=O)=O.[NH2:28][C:29]1[CH:30]=[C:31]([CH2:41][CH2:42][CH2:43][C:44]([O:46][CH2:47][C:48]2[CH:53]=[CH:52][CH:51]=[CH:50][CH:49]=2)=[O:45])[CH:32]=[CH:33][C:34]=1[C:35]1[CH:40]=[CH:39][CH:38]=[CH:37][CH:36]=1.N1C=CC=CC=1>C(#N)C.O.CN(C)C=O>[CH3:8][N:5]1[CH2:6][CH2:7][CH:2]([O:1][C:10]([NH:28][C:29]2[CH:30]=[C:31]([CH2:41][CH2:42][CH2:43][C:44]([O:46][CH2:47][C:48]3[CH:49]=[CH:50][CH:51]=[CH:52][CH:53]=3)=[O:45])[CH:32]=[CH:33][C:34]=2[C:35]2[CH:36]=[CH:37][CH:38]=[CH:39][CH:40]=2)=[O:9])[CH2:3][CH2:4]1 |f:2.3|. Procedure: Under a nitrogen flow, 4-hydroxy-1-methylpiperidine (10.4 g, 90.0 mmol) was dissolved in acetonitrile (100 mL) and to the solution was added, under ice-water cooling, a solution of diphosgene (35.6 g, 180 mmol) in acetonirile (50 mL) After stirring at room temperature for 5 hours, the reaction mixture was concentrated under reduced pressure to obtain a solid. The solid obtained was added to a solution of benzyl 4-(3-amino-4-phenylphenyl)butyrate tosylate (31.1 g, 60.0 mmol) in a mixed solvent of... Starting materials: ClC1=NC=CC(=N1)CC(=O)C=1C(=C(C=CC1)NC(OCC=C)=O)F (2-propen-1-yl {3-[(2-chloro-4-pyrimidinyl)acetyl]-2-fluorophenyl}-carbamate), C1CC(=O)N(C1=O)Br (NBS), NC(=S)C1CCN(CC1)C(=O)OC(C)(C)C (1,1-Dimethylethyl 4-(aminocarbonothioyl)-1-piperidinecarboxylate). Run in CN(C(C)=O)C (N,N-dimethylacetamide). Conditions: temperature 80 celsius, time 1 hour. The product is ClC1=NC=CC(=N1)C1=C(N=C(S1)C1CCN(CC1)C(=O)OC(C)(C)C)C1=C(C(=CC=C1)NC(=O)OCC=C)F (1,1-dimethylethyl 4-[5-(2-chloro-4-pyrimidinyl)-4-(2-fluoro-3-{[(2-propen-1-yloxy)carbonyl]amino}phenyl)-1,3-thiazol-2-yl]-1-piperidinecarboxylate). Yield: 57.1%. RXN SMILES: [Cl:1][C:2]1[N:7]=[C:6]([CH2:8][C:9]([C:11]2[C:12]([F:24])=[C:13]([NH:17][C:18](=[O:23])[O:19][CH2:20][CH:21]=[CH2:22])[CH:14]=[CH:15][CH:16]=2)=O)[CH:5]=[CH:4][N:3]=1.C1C(=O)N(Br)C(=O)C1.[NH2:33][C:34]([CH:36]1[CH2:41][CH2:40][N:39]([C:42]([O:44][C:45]([CH3:48])([CH3:47])[CH3:46])=[O:43])[CH2:38][CH2:37]1)=[S:35]>CN(C)C(=O)C>[Cl:1][C:2]1[N:7]=[C:6]([C:8]2[S:35][C:34]([CH:36]3[CH2:41][CH2:40][N:39]([C:42]([O:44][C:45]([CH3:48])([CH3:47])[CH3:46])=[O:43])[CH2:38][CH2:37]3)=[N:33][C:9]=2[C:11]2[CH:16]=[CH:15][CH:14]=[C:13]([NH:17][C:18]([O:19][CH2:20][CH:21]=[CH2:22])=[O:23])[C:12]=2[F:24])[CH:5]=[CH:4][N:3]=1. Procedure details: To a solution of 2-propen-1-yl {3-[(2-chloro-4-pyrimidinyl)acetyl]-2-fluorophenyl}-carbamate (1.43 g, 4.09 mmol) in N,N-dimethylacetamide (DMA) (15 mL) was added NBS (0.728 g, 4.09 mmol), and the reaction mixture was stirred for 1 h. 1,1-Dimethylethyl 4-(aminocarbonothioyl)-1-piperidinecarboxylate (0.999 g, 4.09 mmol) was added and the reaction mixture was heated to 80° C. for 25 min. The mixture was cooled, quenched with water (30 mL) and extract with EtOAc (3×). The extract was dried over Na2S... Starting materials: O1CCCC=C1 (dihydropyran), ClC(C)O (1-Chloro ethanol), C(Cl)Cl (CH2Cl2), pyridinium -p-toluene -4-sulfonate. Reaction conditions: temperature 0 celsius, time 8 hour. The product is ClCCOC1OCCCC1 (1-Chloro-2-(tetrahydropyranyl)oxy-ethane). Isolated yield 67.0%. RXN SMILES: Cl[CH:2]([OH:4])[CH3:3].[O:5]1[CH:10]=[CH:9][CH2:8][CH2:7][CH2:6]1.C(Cl)[Cl:12]>>[Cl:12][CH2:3][CH2:2][O:4][CH:10]1[CH2:9][CH2:8][CH2:7][CH2:6][O:5]1. Reported procedure: 1-Chloro ethanol (8.06 g, 100 mmol) was dissolved in dry CH2Cl2 (100 ml ) and cooled to 0° C. in an ice bath under argon. To this stirred solution was added dihydropyran (12.6 g, 150 mmol) followed by pyridinium -p-toluene -4-sulfonate (1.25 g, 5 mmol) and the stirring continued for overnight. The reaction mixture was evaporated to dryness and dissolved in EtOAc (200 ml). The EtOAC extract was washed with 5% NaHCO3 solution (100 ml), water (100 ml) and brine (100 ml). The organic extract was dri... The reactants are O=S(=O)(Cl)c1c(Cl)cccc1Cl, Nc1n[nH]c(SCc2cccc(Oc3ccc(F)cc3)c2)c1-c1ccccn1, O, c1ccncc1. The product is O=S(=O)(Nc1n[nH]c(SCc2cccc(Oc3ccc(F)cc3)c2)c1-c1ccccn1)c1c(Cl)cccc1Cl. Reaction SMILES: [Cl:29][c:30]1[c:31]([S:37](=[O:38])(=[O:39])[Cl:40])[c:32]([Cl:36])[cH:33][cH:34][cH:35]1.[NH2:1][c:2]1[n:3][nH:4][c:5]([S:13][CH2:14][c:15]2[cH:16][c:17]([O:21][c:22]3[cH:23][cH:24][c:25]([F:28])[cH:26][cH:27]3)[cH:18][cH:19][cH:20]2)[c:6]1-[c:7]1[n:8][cH:9][cH:10][cH:11][cH:12]1.[OH2:41].[cH:42]1[cH:43][cH:44][n:45][cH:46][cH:47]1>>[NH:1]([c:2]1[n:3][nH:4][c:5]([S:13][CH2:14][c:15]2[cH:16][c:17]([O:21][c:22]3[cH:23][cH:24][c:25]([F:28])[cH:26][cH:27]3)[cH:18][cH:19][cH:20]2)[c:6]1-[c:7]1[n:8][cH:9][cH:10][cH:11][cH:12]1)[S:37]([c:31]1[c:30]([Cl:29])[cH:35][cH:34][cH:33][c:32]1[Cl:36])(=[O:38])=[O:39]. Reactants: CCC(C(=O)O)C(=O)NCc1cc(F)cc(F)c1, CN1C(=O)C(N)c2ccccc2-c2ccccc21. Yields the product CCC(C(=O)NCc1cc(F)cc(F)c1)C(=O)NC1C(=O)N(C)c2ccccc2-c2ccccc21. Reaction SMILES: [F:19][c:20]1[cH:21][c:22]([CH2:23][NH:24][C:25]([CH:26]([C:27](=[O:28])[OH:29])[CH2:30][CH3:31])=[O:32])[cH:33][c:34]([F:36])[cH:35]1.[NH2:1][CH:2]1[c:3]2[c:4]([cH:15][cH:16][cH:17][cH:18]2)-[c:5]2[c:6]([cH:11][cH:12][cH:13][cH:14]2)[N:7]([CH3:10])[C:8]1=[O:9]>>[NH:1]([CH:2]1[c:3]2[c:4]([cH:15][cH:16][cH:17][cH:18]2)-[c:5]2[c:6]([cH:11][cH:12][cH:13][cH:14]2)[N:7]([CH3:10])[C:8]1=[O:9])[C:27]([CH:26]([C:25]([NH:24][CH2:23][c:22]1[cH:21][c:20]([F:19])[cH:35][c:34]([F:36])[cH:33]1)=[O:32])[CH2:30][CH3:31])=[O:28]. Reactants: COc1cc2nccc(Oc3cc4ccccc4nc3C)c2cc1OCC1CO1, ClCCl, [Na+], [OH-], O=C(O)C(F)(F)F. Product: COc1cc2nccc(Oc3cc4ccccc4nc3C)c2cc1OCC(O)CO. As a reaction SMILES: [CH3:1][O:2][c:3]1[c:4]([O:25][CH2:26][CH:27]2[O:28][CH2:29]2)[cH:5][c:6]2[c:7]([O:13][c:14]3[c:15]([CH3:24])[n:16][c:17]4[cH:18][cH:19][cH:20][cH:21][c:22]4[cH:23]3)[cH:8][cH:9][n:10][c:11]2[cH:12]1.[Cl:39][CH2:40][Cl:41].[Na+:38].[OH-:37].[OH:30][C:31]([C:32]([F:33])([F:34])[F:35])=[O:36]>>[CH3:1][O:2][c:3]1[c:4]([O:25][CH2:26][CH:27]([CH2:29][OH:28])[OH:30])[cH:5][c:6]2[c:7]([O:13][c:14]3[c:15]([CH3:24])[n:16][c:17]4[cH:18][cH:19][cH:20][cH:21][c:22]4[cH:23]3)[cH:8][cH:9][n:10][c:11]2[cH:12]1.